This data is from the Open Reaction Database (ORD), a public repository of structured organic reaction records. The task is: describe an organic reaction: reactants, conditions, products, and yield Reactants: O=C([O-])[O-], COC(=O)c1nc(O)ccc1OCc1ccccc1, CC(C)=O, CI, Cl, [K+], [K+]. Product: COC(=O)c1nc(OC)ccc1OCc1ccccc1. As a reaction SMILES: [C:20](=[O:21])([O-:22])[O-:23].[CH2:1]([c:2]1[cH:3][cH:4][cH:5][cH:6][cH:7]1)[O:8][c:9]1[c:10]([C:16](=[O:17])[O:18][CH3:19])[n:11][c:12]([OH:15])[cH:13][cH:14]1.[CH3:27][C:28](=[O:29])[CH3:30].[CH3:31][I:32].[ClH:26].[K+:24].[K+:25]>>[CH2:1]([c:2]1[cH:3][cH:4][cH:5][cH:6][cH:7]1)[O:8][c:9]1[c:10]([C:16](=[O:17])[O:18][CH3:19])[n:11][c:12]([O:15][CH3:20])[cH:13][cH:14]1. Starting materials: CO, CCCCCOc1cc(SC)cc2c(=O)c3cc(C(=O)O)ccc3oc12, O=S(=O)(O)O. Yields the product CCCCCOc1cc(SC)cc2c(=O)c3cc(C(=O)OC)ccc3oc12. Reaction SMILES: [CH3:32][OH:33].[CH3:6][S:7][c:8]1[cH:9][c:10]([O:26][CH2:27][CH2:28][CH2:29][CH2:30][CH3:31])[c:11]2[o:12][c:13]3[cH:14][cH:15][c:16]([C:23](=[O:24])[OH:25])[cH:17][c:18]3[c:19](=[O:22])[c:20]2[cH:21]1.[S:1](=[O:2])(=[O:3])([OH:4])[OH:5]>>[CH3:6][S:7][c:8]1[cH:9][c:10]([O:26][CH2:27][CH2:28][CH2:29][CH2:30][CH3:31])[c:11]2[o:12][c:13]3[cH:14][cH:15][c:16]([C:23](=[O:24])[O:25][CH3:32])[cH:17][c:18]3[c:19](=[O:22])[c:20]2[cH:21]1. Reaction SMILES: [C:1]1([S:7][CH2:8][CH2:9][CH2:10][CH2:11][O:12][C:13]2[CH:25]=[CH:24][C:16]3[C:17]([CH3:23])([CH3:22])[O:18][C:19](=[O:21])[NH:20][C:15]=3[CH:14]=2)[CH:6]=[CH:5][CH:4]=[CH:3][CH:2]=1.[OH:26]O>>[C:1]1([S:7]([CH2:8][CH2:9][CH2:10][CH2:11][O:12][C:13]2[CH:25]=[CH:24][C:16]3[C:17]([CH3:22])([CH3:23])[O:18][C:19](=[O:21])[NH:20][C:15]=3[CH:14]=2)=[O:26])[CH:6]=[CH:5][CH:4]=[CH:3][CH:2]=1. Reported procedure: Prepared analogously to Example 2 from 7-(4-phenylmercapto-butoxy)-4,4-dimethyl-4H-3,1-benzoxazin-2-one and hydrogen peroxide. Starting materials: C1(=CC=CC=C1)SCCCCOC1=CC2=C(C(OC(N2)=O)(C)C)C=C1 (7-(4-phenylmercapto-butoxy)-4,4-dimethyl-4H-3,1-benzoxazin-2-one), OO (hydrogen peroxide). The product is C1(=CC=CC=C1)S(=O)CCCCOC1=CC2=C(C(OC(N2)=O)(C)C)C=C1 (7-(4-Phenylsulfinyl-butoxy)-4,4-dimethyl-4H-3,1-benzoxazin-2-one). Starting materials: [Al+3], CC(=O)C1CN(Cc2ccccc2)CC1c1ccc(F)c(Cl)c1, C1CCOC1, [H-], [H-], [H-], [H-], [Li+]. The product is CC(O)C1CN(Cc2ccccc2)CC1c1ccc(F)c(Cl)c1. RXN SMILES: [Al+3:25].[CH2:1]([c:2]1[cH:3][cH:4][cH:5][cH:6][cH:7]1)[N:8]1[CH2:9][CH:10]([C:21]([CH3:22])=[O:23])[CH:11]([c:13]2[cH:14][c:15]([Cl:20])[c:16]([F:19])[cH:17][cH:18]2)[CH2:12]1.[CH2:30]1[O:31][CH2:32][CH2:33][CH2:34]1.[H-:24].[H-:27].[H-:28].[H-:29].[Li+:26]>>[CH2:1]([c:2]1[cH:3][cH:4][cH:5][cH:6][cH:7]1)[N:8]1[CH2:9][CH:10]([CH:21]([CH3:22])[OH:23])[CH:11]([c:13]2[cH:14][c:15]([Cl:20])[c:16]([F:19])[cH:17][cH:18]2)[CH2:12]1. Reactants: COC(=O)c1cc(F)cc(C#N)c1, CCO, C1CCOC1. Yields the product N#Cc1cc(F)cc(CO)c1. RXN SMILES: [C:1](#[N:2])[c:3]1[cH:4][c:5]([C:6](=[O:7])[O:8][CH3:9])[cH:10][c:11]([F:13])[cH:12]1.[CH3:14][CH2:15][OH:16].[O:17]1[CH2:18][CH2:19][CH2:20][CH2:21]1>>[C:1](#[N:2])[c:3]1[cH:4][c:5]([CH2:6][OH:7])[cH:10][c:11]([F:13])[cH:12]1. The product is CN1C(N(C(=C(C1=O)C1=NN(C=C1SC)C=1C=CC=C(C#N)C1)C)C1=CC(=CC=C1)C(F)(F)F)=O (5-(3,6-dimethyl-2,4-dioxo-1-(3-trifluoromethylphenyl)-1,2,3,4-tetrahydropyrimidin-5-yl-4-(methylthio)-1H-pyrazol-1-yl)benzonitrile). Reported procedure: To a solution of 4-(5-(3-ethyl-6-methyl-2,4-dioxo-1-(3-trifluoromethylphenyl)-1,2,3,4-tetrahydropyrimidin-5-yl)-4-iodo-1H-pyrazol-1-yl)benzonitrile (prepared in Example 268) (98.1 mg) in N,N-dimethy formamide (1.0 ml) were added palladium dibenzylidene acetone complex (15.9 mg), 1,1′-bis(diphenylphosphino)ferrocene) (18.9 mg), N,N-diisopropylethylamine (33.8 μl) and sodium methanethiolate (13.4 mg) and the resulting mixture was stirred at 110° C. for four hours. The reaction mixture was diluted ... Reagents/catalysts: C1(=CC=CC=C1)P([C-]1C=CC=C1)C1=CC=CC=C1.[C-]1(C=CC=C1)P(C1=CC=CC=C1)C1=CC=CC=C1.[Fe+2] (1,1′-bis(diphenylphosphino)ferrocene). RXN SMILES: [CH2:1]([N:3]1[C:8](=[O:9])[C:7]([C:10]2[N:14](C3C=CC(C#N)=CC=3)[N:13]=[CH:12][C:11]=2I)=[C:6]([CH3:24])[N:5]([C:25]2[CH:30]=[CH:29][CH:28]=[C:27]([C:31]([F:34])([F:33])[F:32])[CH:26]=2)[C:4]1=[O:35])C.C([N:39]([CH2:43][CH3:44])C(C)C)(C)C.[CH3:45][S-:46].[Na+]>CN(C)C=O.C(OCC)(=O)C.C1(P(C2C=CC=CC=2)[C-]2C=CC=C2)C=CC=CC=1.[C-]1(P(C2C=CC=CC=2)C2C=CC=CC=2)C=CC=C1.[Fe+2]>[CH3:1][N:3]1[C:8](=[O:9])[C:7]([C:10]2[C:11]([S:46][CH3:45])=[CH:12][N:13]([C:6]3[CH:7]=[CH:10][CH:11]=[C:44]([CH:24]=3)[C:43]#[N:39])[N:14]=2)=[C:6]([CH3:24])[N:5]([C:25]2[CH:30]=[CH:29][CH:28]=[C:27]([C:31]([F:32])([F:34])[F:33])[CH:26]=2)[C:4]1=[O:35] |f:2.3,6.7.8|. Reaction conditions: temperature 110 celsius, time 4 hour. Solvent: CN(C=O)C (N,N-dimethy formamide), C(C)(=O)OCC (ethyl acetate). The reactants are C(C)N1C(N(C(=C(C1=O)C1=C(C=NN1C1=CC=C(C#N)C=C1)I)C)C1=CC(=CC=C1)C(F)(F)F)=O (4-(5-(3-ethyl-6-methyl-2,4-dioxo-1-(3-trifluoromethylphenyl)-1,2,3,4-tetrahydropyrimidin-5-yl)-4-iodo-1H-pyrazol-1-yl)benzonitrile), C(C)(C)N(C(C)C)CC (N,N-diisopropylethylamine), C[S-].[Na+] (sodium methanethiolate). Starting materials: [N-]=C=O (isocyanate), FC(C(=O)O)(F)F.N1(CCNCC1)C1=NC(=NC(=C1)C1=CC(=CC=C1)C(F)(F)F)C#N (4-(piperazin-1-yl)-6-(3-trifluoromethylphenyl)-pyrimidine-2-carbonitrile trifluoroacetic acid salt), C(C)(C)N(CC)C(C)C (diisopropylethylamine), BrCCOC (2-bromoethylmethylether). The solvent is C(C)#N (acetonitrile). Run at time 16 hour. The product is FC(C(=O)O)(F)F.COCCN1CCN(CC1)C1=NC(=NC(=C1)C1=CC(=CC=C1)C(F)(F)F)C#N (4-[4-(2-methoxyethyl)piperazin-1-yl]-6-(3-trifluoromethylphenyl)-pyrimidine-2-carbonitrile trifluoroacetic acid salt). RXN SMILES: [F:1][C:2]([F:7])([F:6])[C:3]([OH:5])=[O:4].[N:8]1([C:14]2[CH:19]=[C:18]([C:20]3[CH:25]=[CH:24][CH:23]=[C:22]([C:26]([F:29])([F:28])[F:27])[CH:21]=3)[N:17]=[C:16]([C:30]#[N:31])[N:15]=2)[CH2:13][CH2:12][NH:11][CH2:10][CH2:9]1.C(N(C(C)C)CC)(C)C.Br[CH2:42][CH2:43][O:44][CH3:45].[N-]=C=O>C(#N)C>[F:1][C:2]([F:7])([F:6])[C:3]([OH:5])=[O:4].[CH3:45][O:44][CH2:43][CH2:42][N:11]1[CH2:10][CH2:9][N:8]([C:14]2[CH:19]=[C:18]([C:20]3[CH:25]=[CH:24][CH:23]=[C:22]([C:26]([F:27])([F:28])[F:29])[CH:21]=3)[N:17]=[C:16]([C:30]#[N:31])[N:15]=2)[CH2:13][CH2:12]1 |f:0.1,6.7|. Procedure: To a stirring solution of 4-(piperazin-1-yl)-6-(3-trifluoromethylphenyl)-pyrimidine-2-carbonitrile trifluoroacetic acid salt (Example 1; 100 mg) and diisopropylethylamine (78 μl) in acetonitrile (3 ml) was added 2-bromoethylmethylether (31 μl). The resulting solution was stirred at room temperature for 16 hrs, followed by heating at 45° C. for 24 hrs. Polymer bound isocyanate (1 mmol/g, 300 mg) was then added and the mixture was shaken at room temperature for 72 hrs before filtering and concentr...